This data is from the Open Reaction Database (ORD), a public repository of structured organic reaction records. The task is: describe an organic reaction: reactants, conditions, products, and yield Reactants: O=C([O-])[O-], C1COCCO1, CCOC(C)=O, Oc1ccc(Cl)c(Cl)c1, CCOC(=O)c1cc(F)cnc1Cl, [Cs+], [Cs+]. Product: CCOC(=O)c1cc(F)cnc1Oc1ccc(Cl)c(Cl)c1. As a reaction SMILES: [C:23](=[O:24])([O-:25])[O-:26].[CH2:29]1[O:30][CH2:31][CH2:32][O:33][CH2:34]1.[CH3:35][CH2:36][O:37][C:38](=[O:39])[CH3:40].[Cl:14][c:15]1[cH:16][c:17]([OH:22])[cH:18][cH:19][c:20]1[Cl:21].[Cl:1][c:2]1[c:3]([C:4](=[O:5])[O:6][CH2:7][CH3:8])[cH:9][c:10]([F:13])[cH:11][n:12]1.[Cs+:27].[Cs+:28]>>[c:2]1([O:22][c:17]2[cH:16][c:15]([Cl:14])[c:20]([Cl:21])[cH:19][cH:18]2)[c:3]([C:4](=[O:5])[O:6][CH2:7][CH3:8])[cH:9][c:10]([F:13])[cH:11][n:12]1.